Dataset: the Open Reaction Database (ORD), a public repository of structured organic reaction records. Task: describe an organic reaction: reactants, conditions, products, and yield Starting materials: CC1=CC(=C(C(=C1)C(C)(C)C)O)C(C)(C)C (butylhydroxytoluene), [OH-].[Na+] (sodium hydroxide), CO[C@H]1[C@@H]([C@H]([C@H]([C@H](O1)CO)O)O)O (methyl β-D-galactoside), C(C=C)(=O)OCCO (2-hydroxyethyl acrylate). The reagents and catalysts are OP(=O)O.O[Mo](=O)(=O)O (phosphomolybdic acid). Yields the product C1([C@H](O)[C@@H](O)[C@@H](O)[C@H](O1)CO)OCCOC(C=C)=O (galactosyloxyethylacrylate), product. Isolated yield 55.0%. Reaction SMILES: [CH3:1][O:2][C@@H:3]1[O:8][C@H:7]([CH2:9][OH:10])[C@H:6]([OH:11])[C@H:5]([OH:12])[C@H:4]1[OH:13].CC1C=C(C(C)(C)C)C(O)=C(C(C)(C)C)C=1.[OH-].[Na+].[C:32]([O:36][CH2:37]CO)(=[O:35])[CH:33]=[CH2:34]>OP(O)=O.O[Mo](O)(=O)=O>[CH:3]1([O:2][CH2:1][CH2:37][O:36][C:32](=[O:35])[CH:33]=[CH2:34])[O:8][C@H:7]([CH2:9][OH:10])[C@H:6]([OH:11])[C@H:5]([OH:12])[C@H:4]1[OH:13] |f:2.3,5.6|. Procedure: A 20.0 g quantity of methyl β-D-galactoside (product of Nacalai Co., Ltd., a guaranteed reagent)was suspended in 150 ml of 2-hydroxyethyl acrylate. To the suspension were added 1.0 g of butylhydroxytoluene and 1.0 g of phosphomolybdic acid, and the mixture was stirred well and gradually heated. After heating to a temperature of 60° to 70° C., the mixture was further stirred for about 2 hours while maintaining the same temperature, and was neutralized with 2N sodium hydroxide. The obtained reacti...